Dataset: the Open Reaction Database (ORD), a public repository of structured organic reaction records. Task: describe an organic reaction: reactants, conditions, products, and yield Reactants: [H-], O=Cc1ccc([N+](=O)[O-])o1, [Na+], C1CCOC1, O, CC(C)(C)[Si](C)(C)Oc1ccc2nc(S)[nH]c2c1. Product: CC(C)(C)[Si](C)(C)Oc1ccc2[nH]c(Sc3ccc(C=O)o3)nc2c1. RXN SMILES: [H-:19].[N+:21]([O-:22])(=[O:23])[c:24]1[cH:25][cH:26][c:27]([CH:29]=[O:30])[o:28]1.[Na+:20].[O:32]1[CH2:33][CH2:34][CH2:35][CH2:36]1.[OH2:31].[SH:1][c:2]1[nH:3][c:4]2[c:5]([n:6]1)[cH:7][cH:8][c:9]([O:11][Si:12]([CH3:13])([CH3:14])[C:15]([CH3:16])([CH3:17])[CH3:18])[cH:10]2>>[S:1]([c:2]1[n:3][c:4]2[c:5]([nH:6]1)[cH:7][cH:8][c:9]([O:11][Si:12]([CH3:13])([CH3:14])[C:15]([CH3:16])([CH3:17])[CH3:18])[cH:10]2)[c:24]1[cH:25][cH:26][c:27]([CH:29]=[O:30])[o:28]1.